From a dataset of the Open Reaction Database (ORD), a public repository of structured organic reaction records. describe an organic reaction: reactants, conditions, products, and yield Starting materials: C(C)(=O)N1CCC(CC1)C(C1=C(C=CC(=C1)F)O)=O (1-acetyl-4-(5-fluoro-2-hydroxybenzoyl)piperidine), Cl.NO (hydroxylamine hydrochloride), C(C)(=O)[O-].[NH4+] (ammonium acetate), ethanol-ether. Solvent: C(C)O (ethanol). Yields the product C(C)(=O)N1CCC(CC1)C(C1=C(C=CC(=C1)F)O)=NO (1-Acetyl-4-(5-fluoro-2-hydroxybenzoyl)piperidine oxime). The yield is 65.6%. RXN SMILES: [C:1]([N:4]1[CH2:9][CH2:8][CH:7]([C:10](=O)[C:11]2[CH:16]=[C:15]([F:17])[CH:14]=[CH:13][C:12]=2[OH:18])[CH2:6][CH2:5]1)(=[O:3])[CH3:2].Cl.[NH2:21][OH:22].C([O-])(=O)C.[NH4+]>C(O)C>[C:1]([N:4]1[CH2:9][CH2:8][CH:7]([C:10](=[N:21][OH:22])[C:11]2[CH:16]=[C:15]([F:17])[CH:14]=[CH:13][C:12]=2[OH:18])[CH2:6][CH2:5]1)(=[O:3])[CH3:2] |f:1.2,3.4|. Procedure details: A mixture of 12.7 g of 1-acetyl-4-(5-fluoro-2-hydroxybenzoyl)piperidine, 6.6 g of hydroxylamine hydrochloride, 11.0 g of ammonium acetate and 200 ml of ethanol-ether was heated under reflux for 10 hrs. After cooling, most of the ethanol was removed under reduced pressure. The resultant suspension was diluted with water and extracted with dichloromethane. The dichloromethane was evaporated in vacuo to given an oil. The oil was dissolved in ethyl acetate and cyclohexane was added to precipitate a ... Reaction SMILES: [CH3:19][Sn:20]([c:21]1[cH:22][n:23][cH:24][c:25]([C:27](=[O:28])[N:29]2[CH2:30][CH2:31][CH2:32]2)[cH:26]1)([CH3:33])[CH3:34].[NH2:1][c:2]1[c:3]([C:13](=[O:14])[NH:15][CH2:16][CH2:17][CH3:18])[n:4][n:5][c:6]2[c:7]([I:12])[cH:8][cH:9][cH:10][c:11]12>>[NH2:1][c:2]1[c:3]([C:13](=[O:14])[NH:15][CH2:16][CH2:17][CH3:18])[n:4][n:5][c:6]2[c:7](-[c:21]3[cH:22][n:23][cH:24][c:25]([C:27](=[O:28])[N:29]4[CH2:30][CH2:31][CH2:32]4)[cH:26]3)[cH:8][cH:9][cH:10][c:11]12. The product is CCCNC(=O)c1nnc2c(-c3cncc(C(=O)N4CCC4)c3)cccc2c1N. Starting materials: C[Sn](C)(C)c1cncc(C(=O)N2CCC2)c1, CCCNC(=O)c1nnc2c(I)cccc2c1N. Starting materials: ClC1=CC=C(C=C1)O (p-chlorophenol), C[O-].[Na+] (sodium methylate), ClC(=CC(C=C)(C)C)Cl (1,1-dichloro-3,3-dimethyl-1,4-pentadiene). The solvent is CN(C=O)C (dimethylformamide). Product: ClC=C(C(C=C)(C)C)OC1=CC=C(C=C1)Cl (1-chloro-3,3-dimethyl-2-(p-chlorophenoxy)-1,4-pentadiene). Yield: 87.1%. RXN SMILES: [Cl:1][C:2]1[CH:7]=[CH:6][C:5]([OH:8])=[CH:4][CH:3]=1.C[O-].[Na+].[Cl:12][C:13](Cl)=[CH:14][C:15]([CH3:19])([CH3:18])[CH:16]=[CH2:17]>CN(C)C=O>[Cl:12][CH:13]=[C:14]([O:8][C:5]1[CH:6]=[CH:7][C:2]([Cl:1])=[CH:3][CH:4]=1)[C:15]([CH3:19])([CH3:18])[CH:16]=[CH2:17] |f:1.2|. Procedure: 51.4 g (0.4 mol) of p-chlorophenol are reacted, in 300 ml of dimethylformamide, with 80 ml of 30% strength sodium methylate solution (0.4 mol), and the solvent is then stripped off at 30 mbar. 33 g (0.2 mol) of 1,1-dichloro-3,3-dimethyl-1,4-pentadiene are then added to the mixture, and the latter is heated under reflux during the course of 9 hours. The working-up is according to Example A1(a). The distillation at a boiling point of 122°-130° C./0.2 mm Hg yields 44.8 g of 1-chloro-3,3-dimethyl-2-... As a reaction SMILES: C(OC(=O)[NH:7][C:8]1[CH:13]=[C:12]([N:14]([CH3:16])[CH3:15])[C:11]([C:17]([F:20])([F:19])[F:18])=[CH:10][C:9]=1[NH:21][C:22](=[O:45])[CH2:23][C:24](=O)[C:25]1[CH:30]=[CH:29][CH:28]=[C:27]([N:31]2[C:35]([CH2:36][O:37]C3CCCCO3)=[CH:34][CH:33]=[N:32]2)[CH:26]=1)(C)(C)C.C(O)(C(F)(F)F)=O>C(Cl)Cl>[CH3:15][N:14]([CH3:16])[C:12]1[C:11]([C:17]([F:18])([F:19])[F:20])=[CH:10][C:9]2[NH:21][C:22](=[O:45])[CH2:23][C:24]([C:25]3[CH:30]=[CH:29][CH:28]=[C:27]([N:31]4[C:35]([CH2:36][OH:37])=[CH:34][CH:33]=[N:32]4)[CH:26]=3)=[N:7][C:8]=2[CH:13]=1. The solvent is C(Cl)Cl (CH2Cl2). Procedure details: The title compound was prepared from (RS)-[5-dimethylamino-2-(3-oxo-3-{3-[5-(tetrahydro-pyran-2yloxymethyl)-pyrazol-1-yl]-phenyl}-propionylamino)-4-trifluoromethyl-phenyl]-carbamic acid tert.-butyl ester (Example M73) by treatment with TFA in CH2Cl2 according to the general procedure N. Obtained as a light yellow solid (109 mg). Starting materials: C(C)(C)(C)OC(NC1=C(C=C(C(=C1)N(C)C)C(F)(F)F)NC(CC(C1=CC(=CC=C1)N1N=CC=C1COC1OCCCC1)=O)=O)=O ((RS)-[5-dimethylamino-2-(3-oxo-3-{3-[5-(tetrahydro-pyran-2yloxymethyl)-pyrazol-1-yl]-phenyl}-propionylamino)-4-trifluoromethyl-phenyl]-carbamic acid tert.-butyl ester), C(=O)(C(F)(F)F)O (TFA). The product is CN(C1=CC2=C(NC(CC(=N2)C2=CC(=CC=C2)N2N=CC=C2CO)=O)C=C1C(F)(F)F)C (7-Dimethylamino-4-[3-(5-hydroxymethyl-pyrazol-1-yl)-phenyl]-8-trifluoromethyl-1,3-dihydro-benzo[b][1,4]diazepin-2-one), solid. The reactants are BrC1=C(NC(C)=O)C(=CC=C1)C(F)(F)F (2'-Bromo-6'-trifluoromethylacetanilide), O (water). Solvent: S(O)(O)(=O)=O (sulfuric acid). Yields the product BrC1=C(N)C(=CC=C1)C(F)(F)F (2-bromo-6-trifluoromethylaniline). Reaction SMILES: [Br:1][C:2]1[CH:11]=[CH:10][CH:9]=[C:8]([C:12]([F:15])([F:14])[F:13])[C:3]=1[NH:4]C(=O)C.O>S(=O)(=O)(O)O>[Br:1][C:2]1[CH:11]=[CH:10][CH:9]=[C:8]([C:12]([F:13])([F:15])[F:14])[C:3]=1[NH2:4]. Procedure details: 2'-Bromo-6'-trifluoromethylacetanilide in 50% aqueous sulfuric acid is warmed on a steam bath for 2 hours, then refluxed for 1 hour. Cooling and dilution with water gives 2-bromo-6-trifluoromethylaniline.